This data is from the Open Reaction Database (ORD), a public repository of structured organic reaction records. The task is: describe an organic reaction: reactants, conditions, products, and yield The reactants are [BH3-]C#N, CC(C)(C)c1ccc2c(c1)N=CCNC2=O, CO, [Na+]. Yields the product CC(C)(C)c1ccc2c(c1)NCCNC2=O. RXN SMILES: [C:17]([BH3-:18])#[N:19].[C:1]([CH3:2])([CH3:3])([CH3:4])[c:5]1[cH:6][cH:7][c:8]2[c:9]([cH:16]1)[N:10]=[CH:11][CH2:12][NH:13][C:14]2=[O:15].[CH3:21][OH:22].[Na+:20]>>[C:1]([CH3:2])([CH3:3])([CH3:4])[c:5]1[cH:6][cH:7][c:8]2[c:9]([cH:16]1)[NH:10][CH2:11][CH2:12][NH:13][C:14]2=[O:15].